From a dataset of the Open Reaction Database (ORD), a public repository of structured organic reaction records. describe an organic reaction: reactants, conditions, products, and yield Reactants: N1=C(C=NC2=CC=CC=C12)N1CCC2(CCCNC2=O)CC1 (9-(quinoxalin-2-yl)-2,9-diazaspiro[5.5]undecan-1-one), [H-].[Na+] (NaH), ClCC=1C=C(C=CC1)C=1C=NC=CC1 (3-(3-Chloromethyl-phenyl)-pyridine). Solvent: C1CCOC1 (THF). Reaction conditions: temperature 60 celsius, time 10 minute. The product is N1=CC(=CC=C1)C=1C=C(CN2C(C3(CCC2)CCN(CC3)C3=NC2=CC=CC=C2N=C3)=O)C=CC1 (2-(3-(pyridin-3-yl)benzyl)-9-(quinoxalin-2-yl)-2,9-diazaspiro[5.5]undecan-1-one). Isolated yield 44.9%. Reaction SMILES: [N:1]1[C:10]2[C:5](=[CH:6][CH:7]=[CH:8][CH:9]=2)[N:4]=[CH:3][C:2]=1[N:11]1[CH2:22][CH2:21][C:14]2([C:19](=[O:20])[NH:18][CH2:17][CH2:16][CH2:15]2)[CH2:13][CH2:12]1.[H-].[Na+].Cl[CH2:26][C:27]1[CH:28]=[C:29]([C:33]2[CH:34]=[N:35][CH:36]=[CH:37][CH:38]=2)[CH:30]=[CH:31][CH:32]=1>C1COCC1>[N:35]1[CH:36]=[CH:37][CH:38]=[C:33]([C:29]2[CH:28]=[C:27]([CH:32]=[CH:31][CH:30]=2)[CH2:26][N:18]2[CH2:17][CH2:16][CH2:15][C:14]3([CH2:21][CH2:22][N:11]([C:2]4[CH:3]=[N:4][C:5]5[C:10](=[CH:9][CH:8]=[CH:7][CH:6]=5)[N:1]=4)[CH2:12][CH2:13]3)[C:19]2=[O:20])[CH:34]=1 |f:1.2|. Reported procedure: To a stirred solution of 9-(quinoxalin-2-yl)-2,9-diazaspiro[5.5]undecan-1-one (0.035 g, 0.12 mmol) in dry THF (4.0 mL), NaH (0.014 g, 0.36 mmol) was added at rt and the mixture was stirred for 10 min. 3-(3-Chloromethyl-phenyl)-pyridine (0.05 g, 0.24 mmol) was then added and the reaction mixture was heated to 60° C. for 6 h. The mixture was quenched with 1 ml saturated aqueous NH4Cl solution, diluted with 50 ml water and the resulting mixture was extracted with ethyl acetate (100 mL). The organic... The reactants are CCCCc1ccc(S(=O)(=O)Cl)cc1, ClCCl, COC(=O)c1sccc1N, c1ccncc1. Yields the product CCCCc1ccc(S(=O)(=O)Nc2ccsc2C(=O)OC)cc1. Reaction SMILES: [CH2:1]([CH2:2][CH2:3][CH3:4])[c:5]1[cH:6][cH:7][c:8]([S:11](=[O:12])(=[O:13])[Cl:14])[cH:9][cH:10]1.[Cl:31][CH2:32][Cl:33].[NH2:15][c:16]1[c:17]([C:21](=[O:22])[O:23][CH3:24])[s:18][cH:19][cH:20]1.[cH:25]1[cH:26][cH:27][n:28][cH:29][cH:30]1>>[CH2:1]([CH2:2][CH2:3][CH3:4])[c:5]1[cH:6][cH:7][c:8]([S:11](=[O:12])(=[O:13])[NH:15][c:16]2[c:17]([C:21](=[O:22])[O:23][CH3:24])[s:18][cH:19][cH:20]2)[cH:9][cH:10]1. Starting materials: CC(C)(C)[O-], CS(C)=O, Nc1ccc(Oc2ccc(F)cc2)cc1, Cc1cccc([N+](=O)[O-])c1F, [K+]. Product: Cc1cccc([N+](=O)[O-])c1Nc1ccc(Oc2ccc(F)cc2)cc1. Reaction SMILES: [C:27]([O-:28])([CH3:29])([CH3:30])[CH3:31].[CH3:33][S:34]([CH3:35])=[O:36].[F:12][c:13]1[cH:14][cH:15][c:16]([O:17][c:18]2[cH:19][cH:20][c:21]([NH2:24])[cH:22][cH:23]2)[cH:25][cH:26]1.[F:1][c:2]1[c:3]([N+:9](=[O:10])[O-:11])[cH:4][cH:5][cH:6][c:7]1[CH3:8].[K+:32]>>[c:2]1([NH:24][c:21]2[cH:20][cH:19][c:18]([O:17][c:16]3[cH:15][cH:14][c:13]([F:12])[cH:26][cH:25]3)[cH:23][cH:22]2)[c:3]([N+:9](=[O:10])[O-:11])[cH:4][cH:5][cH:6][c:7]1[CH3:8]. Starting materials: Cl.CN(C)CCCN=C=NCC (N-(dimethylaminopropyl)-N'-ethylcarbodiimide hydrochloride), NCC1=C2N=C(C(=NC2=CC(=C1)[N+](=O)[O-])OC)OC (5-aminomethyl-2,3-dimethoxy-7-nitroquinoxaline), COP(=O)(OC)CCCC(=O)O (4-(dimethylphosphono)butyric acid). Run in C(Cl)Cl (methylene chloride), C(Cl)Cl (methylene chloride). Conditions: time 30 hour. The product is COC1=NC2=CC(=CC(=C2N=C1OC)CNC(CCCP(=O)(OC)OC)=O)[N+](=O)[O-] (N-(2,3-Dimethoxy-7-nitroquinoxalin-5-ylmethyl)-4-(dimethylphosphono)butyramide). Reaction SMILES: Cl.CN(CCCN=C=NCC)C.[NH2:13][CH2:14][C:15]1[CH:24]=[C:23]([N+:25]([O-:27])=[O:26])[CH:22]=[C:21]2[C:16]=1[N:17]=[C:18]([O:30][CH3:31])[C:19]([O:28][CH3:29])=[N:20]2.[CH3:32][O:33][P:34]([CH2:38][CH2:39][CH2:40][C:41](O)=[O:42])([O:36][CH3:37])=[O:35]>C(Cl)Cl>[CH3:29][O:28][C:19]1[C:18]([O:30][CH3:31])=[N:17][C:16]2[C:21](=[CH:22][C:23]([N+:25]([O-:27])=[O:26])=[CH:24][C:15]=2[CH2:14][NH:13][C:41](=[O:42])[CH2:40][CH2:39][CH2:38][P:34]([O:33][CH3:32])([O:36][CH3:37])=[O:35])[N:20]=1 |f:0.1|. Procedure details: 163 mg (0.851 mmol) of N-(dimethylaminopropyl)-N'-ethylcarbodiimide hydrochloride are added at room temperature to a solution of 150 mg (0.568 mmol) of 5-aminomethyl-2,3-dimethoxy-7-nitroquinoxaline and 165 mg (0.738 mmol) of 4-(dimethylphosphono)butyric acid in 3 ml of methylene chloride and the mixture is stirred for 30 hours. The mixture is then diluted with methylene chloride and washed with 0.2N hydrochloric acid and brine and concentrated on a rotary evaporator, and the residue is dried in...